From a dataset of the Open Reaction Database (ORD), a public repository of structured organic reaction records. describe an organic reaction: reactants, conditions, products, and yield The reactants are C(C=C)N(N)C1=CC=C(C=C1)C (N-Allyl-N-p-tolyl-hydrazine), FC1=CC=C(C=C1)C(CC1(CN(CCC1=O)C)C)=C (3-[2-(4-fluoro-phenyl)-allyl]-1,3-dimethyl-piperidin-4-one), FC(C(=O)O)(F)F (Trifluoroacetic acid). Run in O1CCOCC1 (1,4-dioxane). Run at temperature 100 celsius. The product is C(C=C)N1C2=C(C=3C=C(C=CC13)C)CN(CC2(C)CC(=C)C2=CC=C(C=C2)F)C (5-allyl-4-[2-(4-fluoro-phenyl)-allyl]-2,4,8-trimethyl-2,3,4,5-tetrahydro-1H-pyrido[4,3-b]indole). Yield: 20.2%. RXN SMILES: [CH2:1]([N:4]([C:6]1[CH:11]=[CH:10][C:9]([CH3:12])=[CH:8][CH:7]=1)N)[CH:2]=[CH2:3].[F:13][C:14]1[CH:19]=[CH:18][C:17]([C:20](=[CH2:31])[CH2:21][C:22]2([CH3:30])[C:27](=O)[CH2:26][CH2:25][N:24]([CH3:29])[CH2:23]2)=[CH:16][CH:15]=1.FC(F)(F)C(O)=O>O1CCOCC1>[CH2:1]([N:4]1[C:6]2[CH:11]=[CH:10][C:9]([CH3:12])=[CH:8][C:7]=2[C:26]2[CH2:25][N:24]([CH3:29])[CH2:23][C:22]([CH2:21][C:20]([C:17]3[CH:16]=[CH:15][C:14]([F:13])=[CH:19][CH:18]=3)=[CH2:31])([CH3:30])[C:27]1=2)[CH:2]=[CH2:3]. Procedure: N-Allyl-N-p-tolyl-hydrazine (600 mg, 3.70 mmol) and 3-[2-(4-fluoro-phenyl)-allyl]-1,3-dimethyl-piperidin-4-one (970 mg, 3.71 mmol) were dissolved in 1,4-dioxane (4 mL). Trifluoroacetic acid (1 mL) was added and the reaction mixture was heated to 100° C. for 3 h. 1,4-Dioxane was removed under reduced pressure, the residue was basified with aqueous sodium bicarbonate, and extracted with EtOAc (2×30 mL). The organic layer was dried over sodium sulfate and concentrated under reduced pressure. The re...